This data is from the Open Reaction Database (ORD), a public repository of structured organic reaction records. The task is: describe an organic reaction: reactants, conditions, products, and yield The reactants are O(C1=CC=CC=C1)CC(CCl)O (3-phenoxy-1-chloro-2-propanol), ClC(=O)OCCCl (2-chloroethyl chloroformate), chloroformate ester. The product is C(OCCCl)(OC(CCl)COC1=CC=CC=C1)=O (2-chloroethyl 3-phenoxy-1-chloro-2-propyl carbonate). Reaction SMILES: [O:1]([CH2:8][CH:9]([OH:12])[CH2:10][Cl:11])[C:2]1[CH:7]=[CH:6][CH:5]=[CH:4][CH:3]=1.Cl[C:14]([O:16][CH2:17][CH2:18][Cl:19])=[O:15]>>[C:14](=[O:15])([O:12][CH:9]([CH2:8][O:1][C:2]1[CH:7]=[CH:6][CH:5]=[CH:4][CH:3]=1)[CH2:10][Cl:11])[O:16][CH2:17][CH2:18][Cl:19]. Procedure: By reacting 3-phenoxy-1-chloro-2-propanol with 2-chloroethyl chloroformate according to conventional chloroformate ester reaction procedures, 2-chloroethyl 3-phenoxy-1-chloro-2-propyl carbonate is obtained. When the latter compound is heated in the presence of a phosphonium or ammonium salt catalyst as shown in the foregoing examples, phenyl glycidyl ether is produced as the principal epoxide product. Starting materials: O=C(O)c1ccnc(C(F)(F)F)c1, Cn1c(N)nc2ccccc21. Reagents/catalysts: CCN=C=NCCCN(C)C.Cl (EDC-HCl), CCN(CC)CC (TEA), C1=CC=C2C(=C1)N=NN2O (HOBt). Solvent: CN(C)C=O (DMF), CN(C)C=O (DMF), CN(C)C=O (DMF), CN(C)C=O (DMF), CN(C)C=O (DMF), CN(C)C=O (DMF). Run at temperature 25 celsius, time 2 hour. The product is Cn1c(NC(=O)c2ccnc(C(F)(F)F)c2)nc2ccccc21. The yield is 12.5%. As a reaction SMILES: Cn1c(N)nc2ccccc21.O=C(O)c1ccnc(C(F)(F)F)c1.CCN=C=NCCCN(C)C.Cl.C1=CC=C2C(=C1)N=NN2O.CCN(CC)CC.CN(C)C=O>>Cn1c(NC(=O)c2ccnc(C(F)(F)F)c2)nc2ccccc21. Reactants: COC=1C=C(CN)C=CC1OC (3,4-dimethoxybenzylamine), ClC=1N=C(C2=C(N1)SC(=C2)Cl)Cl (2,4,6-trichloro-thieno-[2,3-d]-pyrimidine). Product: ClC=1N=C(C2=C(N1)SC(=C2)Cl)NCC2=CC(=C(C=C2)OC)OC (2,6-dichloro-4-(3,4-dimethoxybenzylamino)-thieno-[2,3-d]-pyrimidine). As a reaction SMILES: [CH3:1][O:2][C:3]1[CH:4]=[C:5]([CH:8]=[CH:9][C:10]=1[O:11][CH3:12])[CH2:6][NH2:7].[Cl:13][C:14]1[N:15]=[C:16](Cl)[C:17]2[CH:22]=[C:21]([Cl:23])[S:20][C:18]=2[N:19]=1>>[Cl:13][C:14]1[N:15]=[C:16]([NH:7][CH2:6][C:5]2[CH:8]=[CH:9][C:10]([O:11][CH3:12])=[C:3]([O:2][CH3:1])[CH:4]=2)[C:17]2[CH:22]=[C:21]([Cl:23])[S:20][C:18]=2[N:19]=1. Procedure details: Following the procedure of Example 1, the reaction of 3,4-dimethoxybenzylamine with 2,4,6-trichloro-thieno-[2,3-d]-pyrimidine yields 2,6-dichloro-4-(3,4-dimethoxybenzylamino)-thieno-[2,3-d]-pyrimidine. Run in C=1(C(=CC=CC1)C)C (xylene). Procedure: 4 g (7.9 mmol) of 4,4-di(1'-methylpropyl)-4,5-dihydro-3H-dinaphtho[2,1-c:1',2'-e]phosphepinium bromide are suspended in 70 ml of absolute xylene and reacted with 400 mg (10.5 mmol) of lithium aluminum hydride using a method analogous to Example 5. As a reaction SMILES: [Br-].[CH3:2][CH:3]([P+:6]1([CH:29]([CH3:32])[CH2:30][CH3:31])[CH2:12][C:11]2[CH:13]=[CH:14][C:15]3[C:20]([C:10]=2[C:9]2[C:21]4[CH:22]=[CH:23][CH:24]=[CH:25][C:26]=4[CH:27]=[CH:28][C:8]=2[CH2:7]1)=[CH:19][CH:18]=[CH:17][CH:16]=3)[CH2:4][CH3:5].[H-].[Al+3].[Li+].[H-].[H-].[H-]>C1(C)C(C)=CC=CC=1>[CH3:2][CH:3]([P:6]([CH2:7][C:8]1[CH:28]=[CH:27][C:26]2[C:21](=[CH:22][CH:23]=[CH:24][CH:25]=2)[C:9]=1[C:10]1[C:20]2[C:15](=[CH:16][CH:17]=[CH:18][CH:19]=2)[CH:14]=[CH:13][C:11]=1[CH3:12])[CH:29]([CH3:32])[CH2:30][CH3:31])[CH2:4][CH3:5] |f:0.1,2.3.4.5.6.7|. Reactants: [Br-].CC(CC)[P+]1(CC2=C(C3=C(C1)C=CC1=CC=CC=C13)C=1C=CC=CC1C=C2)C(CC)C (4,4-di(1'-methylpropyl)-4,5-dihydro-3H-dinaphtho[2,1-c:1',2'-e]phosphepinium bromide), [H-].[Al+3].[Li+].[H-].[H-].[H-] (lithium aluminum hydride). Yields the product CC(CC)P(C(CC)C)CC1=C(C2=CC=CC=C2C=C1)C1=C(C=CC2=CC=CC=C12)C (2-di(1'-methylpropyl)phosphinomethyl-2'-methyl-1,1'-binaphthyl).